From a dataset of the Open Reaction Database (ORD), a public repository of structured organic reaction records. describe an organic reaction: reactants, conditions, products, and yield Reactants: NC1=CC=C2C(=N1)C(=CN2)C2CCN(CC2)C (5-amino-3-(1-methylpiperidin-4-yl)pyrrolo[3,2-b]pyridine), BrC1=C(SC=C1)C(=O)Cl (3-bromo-2-thiophenecarbonyl chloride). Yields the product BrC1=C(SC=C1)C(=O)NC1=CC=C2C(=N1)C(=CN2)C2CCN(CC2)C (5-(N-[3-bromo-2-thiophenecarbonyl]amino)-3-(1-methylpiperidin-4-yl)pyrrolo[3,2-b]pyridine). Yield: 49.2%. RXN SMILES: [NH2:1][C:2]1[N:7]=[C:6]2[C:8]([CH:11]3[CH2:16][CH2:15][N:14]([CH3:17])[CH2:13][CH2:12]3)=[CH:9][NH:10][C:5]2=[CH:4][CH:3]=1.[Br:18][C:19]1[CH:23]=[CH:22][S:21][C:20]=1[C:24](Cl)=[O:25]>>[Br:18][C:19]1[CH:23]=[CH:22][S:21][C:20]=1[C:24]([NH:1][C:2]1[N:7]=[C:6]2[C:8]([CH:11]3[CH2:16][CH2:15][N:14]([CH3:17])[CH2:13][CH2:12]3)=[CH:9][NH:10][C:5]2=[CH:4][CH:3]=1)=[O:25]. Procedure details: Beginning with 0.37 gm (1.6 mMol) 5-amino-3-(1-methylpiperidin-4-yl)pyrrolo[3,2-b]pyridine and 0.45 gm (2.0 mMol) 3-bromo-2-thiophenecarbonyl chloride, 0.33 gm (49%) of the title compound were prepared essentially by the procedure described in Example 8. The reactants are NCCc1ccccc1, Cc1sc2nc(-c3cnccn3)nc(Cl)c2c1Cl. Yields the product Cc1sc2nc(-c3cnccn3)nc(NCCc3ccccc3)c2c1Cl. Reaction SMILES: [CH2:1]([CH2:2][c:3]1[cH:4][cH:5][cH:6][cH:7][cH:8]1)[NH2:9].[Cl:10][c:11]1[c:12]2[c:13]([n:14][c:15](-[c:17]3[n:18][cH:19][cH:20][n:21][cH:22]3)[n:16]1)[s:23][c:24]([CH3:27])[c:25]2[Cl:26]>>[CH2:1]([CH2:2][c:3]1[cH:4][cH:5][cH:6][cH:7][cH:8]1)[NH:9][c:11]1[c:12]2[c:13]([n:14][c:15](-[c:17]3[n:18][cH:19][cH:20][n:21][cH:22]3)[n:16]1)[s:23][c:24]([CH3:27])[c:25]2[Cl:26].